This data is from the Open Reaction Database (ORD), a public repository of structured organic reaction records. The task is: describe an organic reaction: reactants, conditions, products, and yield The reactants are CC(=O)O, [Zn], O=CN1CC=C(c2ccc(N3CC(CN(C(=O)OCC(Cl)(Cl)Cl)c4ccon4)OC3=O)cc2F)CC1. Yields the product O=CN1CC=C(c2ccc(N3CC(CNc4ccon4)OC3=O)cc2F)CC1. As a reaction SMILES: [CH3:37][C:38](=[O:39])[OH:40].[Zn:41].[o:1]1[n:2][c:3]([N:6]([C:7]([O:8][CH2:9][C:10]([Cl:11])([Cl:12])[Cl:13])=[O:14])[CH2:15][CH:16]2[CH2:17][N:18]([c:22]3[cH:23][c:24]([F:36])[c:25]([C:28]4=[CH:29][CH2:30][N:31]([CH:34]=[O:35])[CH2:32][CH2:33]4)[cH:26][cH:27]3)[C:19](=[O:21])[O:20]2)[cH:4][cH:5]1>>[o:1]1[n:2][c:3]([NH:6][CH2:15][CH:16]2[CH2:17][N:18]([c:22]3[cH:23][c:24]([F:36])[c:25]([C:28]4=[CH:29][CH2:30][N:31]([CH:34]=[O:35])[CH2:32][CH2:33]4)[cH:26][cH:27]3)[C:19](=[O:21])[O:20]2)[cH:4][cH:5]1.